This data is from the Open Reaction Database (ORD), a public repository of structured organic reaction records. The task is: describe an organic reaction: reactants, conditions, products, and yield The reactants are NC=1C=CC=C2C=NN(C12)C (7-amino-1-methylindazole), IC1=C(C(=O)O)C=CC=C1[N+](=O)[O-] (2-iodo-3-nitrobenzoic acid). The product is [N+](=O)([O-])C=1C=C(C(=O)O)C=CC1 (3-nitrobenzoic acid). The yield is 33.0%. As a reaction SMILES: NC1C=CC=C2C=1N(C)N=C2.I[C:13]1[C:21]([N+:22]([O-:24])=[O:23])=[CH:20][CH:19]=[CH:18][C:14]=1[C:15]([OH:17])=[O:16]>>[N+:22]([C:21]1[CH:13]=[C:14]([CH:18]=[CH:19][CH:20]=1)[C:15]([OH:17])=[O:16])([O-:24])=[O:23]. Reported procedure: Reaction of 7-amino-1-methylindazole and 2-iodo-3-nitrobenzoic acid as above gave 2-8 (1-methyl-1H-indazol-7-yl)amino]-3-nitrobenzoic acid (33% yield); mp (EtOAc/n-hexane) 240-244° C.; 1H NMR [(CD3)2SO] δ 4.33 (s, 3 H, NCH3), 6.55 (d, J=7.5 Hz, 1 H, ArH), 6.84 (t, J=7.7 Hz, 1 H, ArH), 6.90 (t, J=7.7 Hz, 1 H, ArH), 7.36 (d, J=7.9 Hz, 1 H, ArH), 7.80 (dd, J=8.1, 1.7 Hz, 1 H, ArH), 8.00 (s, 1 H, ArH), 8.31 (dd, J=7.5, 1.7 Hz, 1 H, ArH), 13.47 (br s, 1 H, COOH). Run at temperature 0 celsius, time 3.5 hour. Starting materials: OC(CNC(CC(C(C(=O)N(C(C)C)C(C)C)C=1C=NC=CC1)C1=CC=CC=C1)=O)C (N5-(2-hydroxypropyl)-N1,N1-diisopropyl-3-phenyl-2-pyridin-3-ylpentanediamide), CC(=O)OI1(C=2C=CC=CC2C(=O)O1)(OC(=O)C)OC(=O)C (Dess-Martin periodinane). Solvent: C(Cl)Cl (CH2Cl2). Product: C(C)(C)N(C(C(C(CC(=O)NCC(C)=O)C1=CC=CC=C1)C=1C=NC=CC1)=O)C(C)C (N1,N1-diisopropyl-N5-(2-oxopropyl)-3-phenyl-2-pyridin-3-ylpentanediamide). As a reaction SMILES: [OH:1][CH:2]([CH3:31])[CH2:3][NH:4][C:5](=[O:30])[CH2:6][CH:7]([C:24]1[CH:29]=[CH:28][CH:27]=[CH:26][CH:25]=1)[CH:8]([C:18]1[CH:19]=[N:20][CH:21]=[CH:22][CH:23]=1)[C:9]([N:11]([CH:15]([CH3:17])[CH3:16])[CH:12]([CH3:14])[CH3:13])=[O:10].CC(OI1(OC(C)=O)(OC(C)=O)OC(=O)C2C=CC=CC1=2)=O>C(Cl)Cl>[CH:15]([N:11]([CH:12]([CH3:14])[CH3:13])[C:9](=[O:10])[CH:8]([C:18]1[CH:19]=[N:20][CH:21]=[CH:22][CH:23]=1)[CH:7]([C:24]1[CH:29]=[CH:28][CH:27]=[CH:26][CH:25]=1)[CH2:6][C:5]([NH:4][CH2:3][C:2](=[O:1])[CH3:31])=[O:30])([CH3:16])[CH3:17]. Reported procedure: To a cold (0° C.) suspension of N5-(2-hydroxypropyl)-N1,N1-diisopropyl-3-phenyl-2-pyridin-3-ylpentanediamide (20 mg, 0.047 mmol) in 1 mL dry CH2Cl2 was added solid Dess-Martin periodinane (24 mg, 0.056 mmol), and the reaction was stirred at 0° C. for 3.5 h. The cooling bath was then removed and stirred at room temperature for 1.5 h. More Dess-Martin periodinane was added (two 24 mg portions in 1.5 h interval). The reaction was quenched with saturated aqueous NaHCO3: saturated aqueous Na2S2O3 (1:...